Task: describe an organic reaction: reactants, conditions, products, and yield. Dataset: the Open Reaction Database (ORD), a public repository of structured organic reaction records The reactants are CCCCCCC(=O)N(CC)C(C)CCCc1ccc([N+](=O)[O-])cc1, C1CCOC1, Cl. Product: CCCCCCCN(CC)C(C)CCCc1ccc([N+](=O)[O-])cc1. Reaction SMILES: [CH2:1]([CH3:2])[N:3]([C:4]([CH2:5][CH2:6][CH2:7][CH2:8][CH2:9][CH3:10])=[O:11])[CH:12]([CH2:13][CH2:14][CH2:15][c:16]1[cH:17][cH:18][c:19]([N+:22](=[O:23])[O-:24])[cH:20][cH:21]1)[CH3:25].[CH2:27]1[O:28][CH2:29][CH2:30][CH2:31]1.[ClH:26]>>[CH2:1]([CH3:2])[N:3]([CH2:4][CH2:5][CH2:6][CH2:7][CH2:8][CH2:9][CH3:10])[CH:12]([CH2:13][CH2:14][CH2:15][c:16]1[cH:17][cH:18][c:19]([N+:22](=[O:23])[O-:24])[cH:20][cH:21]1)[CH3:25]. Reactants: CCc1ccc(C(=O)OC)cc1-n1cc(Br)nc(Br)c1=O, CC(C)(N)c1ccccc1OCc1ccccc1. Product: CCc1ccc(C(=O)OC)cc1-n1cc(Br)nc(NC(C)(C)c2ccccc2OCc2ccccc2)c1=O. Reaction SMILES: [Br:1][c:2]1[c:3](=[O:21])[n:4](-[c:9]2[cH:10][c:11]([C:12](=[O:13])[O:14][CH3:15])[cH:16][cH:17][c:18]2[CH2:19][CH3:20])[cH:5][c:6]([Br:8])[n:7]1.[CH3:22][C:23]([NH2:24])([c:25]1[c:26]([O:31][CH2:32][c:33]2[cH:34][cH:35][cH:36][cH:37][cH:38]2)[cH:27][cH:28][cH:29][cH:30]1)[CH3:39]>>[c:2]1([NH:24][C:23]([CH3:22])([c:25]2[c:26]([O:31][CH2:32][c:33]3[cH:34][cH:35][cH:36][cH:37][cH:38]3)[cH:27][cH:28][cH:29][cH:30]2)[CH3:39])[c:3](=[O:21])[n:4](-[c:9]2[cH:10][c:11]([C:12](=[O:13])[O:14][CH3:15])[cH:16][cH:17][c:18]2[CH2:19][CH3:20])[cH:5][c:6]([Br:8])[n:7]1. Reactants: Cc1cc(C(=O)Nc2ccccc2-c2ccco2)ccc1C#N, [H-], CI, [Na+], CN(C)C=O. Product: Cc1cc(C(=O)N(C)c2ccccc2-c2ccco2)ccc1C#N. Reaction SMILES: [C:1](#[N:2])[c:3]1[c:4]([CH3:23])[cH:5][c:6]([C:7](=[O:8])[NH:9][c:10]2[c:11](-[c:16]3[o:17][cH:18][cH:19][cH:20]3)[cH:12][cH:13][cH:14][cH:15]2)[cH:21][cH:22]1.[H-:24].[I:26][CH3:27].[Na+:25].[O:28]=[CH:29][N:30]([CH3:31])[CH3:32]>>[C:1](#[N:2])[c:3]1[c:4]([CH3:23])[cH:5][c:6]([C:7](=[O:8])[N:9]([c:10]2[c:11](-[c:16]3[o:17][cH:18][cH:19][cH:20]3)[cH:12][cH:13][cH:14][cH:15]2)[CH3:27])[cH:21][cH:22]1.